This data is from the Open Reaction Database (ORD), a public repository of structured organic reaction records. The task is: describe an organic reaction: reactants, conditions, products, and yield Reaction SMILES: [C:21]([CH3:22])([CH3:23])([CH3:24])[O:25][C:26](=[O:27])[N:28]1[CH:29]([C:33](=[O:34])[F:35])[CH2:30][CH2:31][CH2:32]1.[CH3:11][Si:12]([N-:13][Si:14]([CH3:15])([CH3:16])[CH3:17])([CH3:18])[CH3:19].[CH3:41][CH2:42][O:43][C:44](=[O:45])[CH3:46].[Li+:20].[NH2:1][C:2]1=[CH:3][C:4](=[O:10])[O:5][CH:6]1[O:7][CH2:8][CH3:9].[O:36]1[CH2:37][CH2:38][CH2:39][CH2:40]1>>[NH:1]([C:2]1=[CH:3][C:4](=[O:10])[O:5][CH:6]1[O:7][CH2:8][CH3:9])[C:33]([CH:29]1[N:28]([C:26]([O:25][C:21]([CH3:22])([CH3:23])[CH3:24])=[O:27])[CH2:32][CH2:31][CH2:30]1)=[O:34]. Product: CCOC1OC(=O)C=C1NC(=O)C1CCCN1C(=O)OC(C)(C)C. Reactants: CC(C)(C)OC(=O)N1CCCC1C(=O)F, C[Si](C)(C)[N-][Si](C)(C)C, CCOC(C)=O, [Li+], CCOC1OC(=O)C=C1N, C1CCOC1.